Dataset: the Open Reaction Database (ORD), a public repository of structured organic reaction records. Task: describe an organic reaction: reactants, conditions, products, and yield Procedure: Condense nitrocyclopentane (prepared from bromocyclopentane and sodium nitrite) and acrolein in tetrahydrofuran in the presence of sodium hydride to obtain 3-(1-nitrocyclopentyl)propionaldehyde. Treat this aldehyde with p-toluenesulfonic acid in methanol and isolate 3-(1-nitrocylopentyl) propionaldehyde dimethyl acetal. Hydrogenate this compound with Raney nickel. Isolate 3-(1-aminocyclopentyl)propionaldehyde dimethylacetal and dissolve in aqueous acetone in the presence of p-toluenesulfonic aci... As a reaction SMILES: CO[CH:3](OC)[CH2:4][CH2:5][C:6]1(N)[CH2:10][CH2:9][CH2:8][CH2:7]1.[C:14]1(C)C=CC=CC=1>[Ni].CC(C)=O.C1(C)C=CC(S(O)(=O)=O)=CC=1>[CH3:14][CH2:7][CH2:8][CH2:9][CH2:10][CH2:6][CH2:5][CH2:4][CH3:3]. Solvent: CC(=O)C (acetone), C1(=CC=C(C=C1)S(=O)(=O)O)C (p-toluenesulfonic acid). Reagents/catalysts: [Ni] (Raney nickel). Product: CCCCCCCCC (nonane). Starting materials: COC(CCC1(CCCC1)N)OC (3-(1-aminocyclopentyl)propionaldehyde dimethylacetal), C1(=CC=CC=C1)C (toluene). The reactants are ClC1=CC2=C(N(C(=N2)CN2N=C(C=3C2=CN=CC3)S(=O)(=O)C)C3CNCC3)C=C1 (1-((5-chloro-1-(pyrrolidin-3-yl)-1H-benzo[d]imidazol-2-yl)methyl)-3-(methylsulfonyl)-1H-pyrazolo[3,4-c]pyridine), C(C)(C)(C)OC(=O)NCC(=O)O (2-(tert-butoxycarbonylamino)acetic acid), C(C)(=O)OC(C)=O (acetic anhydride). Yields the product C(C)(C)(C)OC(NCC(=O)N1CC(CC1)N1C(=NC2=C1C=CC(=C2)Cl)CN2N=C(C=1C2=CN=CC1)S(=O)(=O)C)=O ((2-{3-[5-Chloro-2-(3-methanesulfonyl-pyrazolo[3,4-c]pyridin-1-ylmethyl)-benzoimidazol-1-yl]-pyrrolidin-1-yl}-2-oxo-ethyl)-carbamic acid tert-butyl ester). Reaction SMILES: [Cl:1][C:2]1[CH:29]=[CH:28][C:5]2[N:6]([CH:23]3[CH2:27][CH2:26][NH:25][CH2:24]3)[C:7]([CH2:9][N:10]3[C:14]4=[CH:15][N:16]=[CH:17][CH:18]=[C:13]4[C:12]([S:19]([CH3:22])(=[O:21])=[O:20])=[N:11]3)=[N:8][C:4]=2[CH:3]=1.[C:30]([O:34][C:35]([NH:37][CH2:38][C:39](O)=[O:40])=[O:36])([CH3:33])([CH3:32])[CH3:31].C(OC(=O)C)(=O)C>>[C:30]([O:34][C:35](=[O:36])[NH:37][CH2:38][C:39]([N:25]1[CH2:26][CH2:27][CH:23]([N:6]2[C:5]3[CH:28]=[CH:29][C:2]([Cl:1])=[CH:3][C:4]=3[N:8]=[C:7]2[CH2:9][N:10]2[C:14]3=[CH:15][N:16]=[CH:17][CH:18]=[C:13]3[C:12]([S:19]([CH3:22])(=[O:20])=[O:21])=[N:11]2)[CH2:24]1)=[O:40])([CH3:33])([CH3:31])[CH3:32]. Reported procedure: (2-{3-[5-Chloro-2-(3-methanesulfonyl-pyrazolo[3,4-c]pyridin-1-ylmethyl)-benzoimidazol-1-yl]-pyrrolidin-1-yl}-2-oxo-ethyl)-carbamic acid tert-butyl ester was prepared in analogy to Example 2-16 by using 1-((5-chloro-1-(pyrrolidin-3-yl)-1H-benzo[d]imidazol-2-yl)methyl)-3-(methylsulfonyl)-1H-pyrazolo[3,4-c]pyridine and 2-(tert-butoxycarbonylamino)acetic acid (14 mg) instead of 1-{[5-chloro-1-(pyrrolidin-3-yl)-1H-benzimidazol-2-yl]methyl}-3-(methylsulfonyl)-1H-pyrazolo[3,4-c]pyridine and acetic anhy... Starting materials: CCOC(=O)CBr, C[Si](C)(C)Oc1nc(O[Si](C)(C)C)c2ccc(Cl)cc2n1, O=c1[nH]c(=O)c2ccc(Cl)cc2[nH]1, CCOC(=O)CCl. Yields the product CCOC(=O)Cn1c(=O)[nH]c(=O)c2ccc(Cl)cc21. As a reaction SMILES: [Br:42][CH2:43][C:44]([O:45][CH2:46][CH3:47])=[O:48].[Cl:14][c:15]1[cH:16][c:17]2[c:18]([c:19]([O:20][Si:21]([CH3:22])([CH3:23])[CH3:24])[n:25][c:26]([O:27][Si:28]([CH3:29])([CH3:30])[CH3:31])[n:32]2)[cH:33][cH:34]1.[Cl:1][c:2]1[cH:3][cH:4][c:5]2[c:6](=[O:13])[nH:7][c:8](=[O:12])[nH:9][c:10]2[cH:11]1.[Cl:35][CH2:36][C:37](=[O:38])[O:39][CH2:40][CH3:41]>>[Cl:1][c:2]1[cH:3][cH:4][c:5]2[c:6](=[O:13])[nH:7][c:8](=[O:12])[n:9]([CH2:36][C:37](=[O:38])[O:39][CH2:40][CH3:41])[c:10]2[cH:11]1. Starting materials: COC(=O)C1CC(C(=O)OC(C)(C)C)N(C(=O)CNC(=O)OC(C)(C)C)C1c1ccccc1, ClC(Cl)Cl, C[Si](C)(C)I, [Na+], O=C([O-])O. Yields the product COC(=O)C1CC(C(=O)OC(C)(C)C)N(C(=O)CN)C1c1ccccc1. RXN SMILES: [C:6]([O:7][C:8](=[O:9])[NH:13][CH2:14][C:15](=[O:16])[N:17]1[CH:18]([C:32](=[O:33])[O:34][C:35]([CH3:36])([CH3:37])[CH3:38])[CH2:19][CH:20]([C:28](=[O:29])[O:30][CH3:31])[CH:21]1[c:22]1[cH:23][cH:24][cH:25][cH:26][cH:27]1)([CH3:10])([CH3:11])[CH3:12].[CH:44]([Cl:45])([Cl:46])[Cl:47].[I:1][Si:2]([CH3:3])([CH3:4])[CH3:5].[Na+:39].[OH:40][C:41](=[O:42])[O-:43]>>[NH2:13][CH2:14][C:15](=[O:16])[N:17]1[CH:18]([C:32](=[O:33])[O:34][C:35]([CH3:36])([CH3:37])[CH3:38])[CH2:19][CH:20]([C:28](=[O:29])[O:30][CH3:31])[CH:21]1[c:22]1[cH:23][cH:24][cH:25][cH:26][cH:27]1. Reactants: FC(CP(OC(C)(C)C)(OC(C)(C)C)=O)=C(F)F (di-t-butyl 2,3,3-trifluoro-2-propenylphosphonate), Cl (HCl). Run in CO (methanol). Conditions: time 30 minute. Product: FC(CP(O)(O)=O)=C(F)F (2,3,3-trifluoro-2-propenylphosphonic acid). Yield: 45.8%. RXN SMILES: [F:1][C:2](=[C:16]([F:18])[F:17])[CH2:3][P:4](=[O:15])([O:10]C(C)(C)C)[O:5]C(C)(C)C.Cl>CO>[F:1][C:2](=[C:16]([F:18])[F:17])[CH2:3][P:4](=[O:5])([OH:15])[OH:10]. Reported procedure: The above di-t-butylphosphonate (0.5 g) was dissolved in 3 mL of methanol and treated with 0.5 mL, of 3N HCl and allowed to stand at r.t. for 30 min. The solution was concentrated and the residue was redissolved in 10 mL of water and washed with 10 mL of ether. Evaporation of the aqueous layer gave 0.14 g of 2,3,3-trifluoro-2-propenylphosphonic acid as a yellow oil. The reactants are [N+](=O)([O-])C1OC(=O)C2=CC=CC=C12 (nitrophthalide), CO (methanol). Yields the product C1=NC=CC2=CC=CC=C12.C1(=O)OCC2=CC=CC=C12 (phthalide isoquinoline). RXN SMILES: [N+:1]([CH:4]1[C:13]2[C:8](=[CH:9][CH:10]=[CH:11][CH:12]=2)[C:6](=[O:7])[O:5]1)([O-])=O.[CH3:14]O>>[CH:4]1[C:13]2[C:8](=[CH:9][CH:10]=[CH:11][CH:12]=2)[CH:6]=[CH:14][N:1]=1.[C:6]1([C:8]2[C:13](=[CH:12][CH:11]=[CH:10][CH:9]=2)[CH2:4][O:5]1)=[O:7] |f:2.3|. Procedure: wherein R4 to R7 are as defined above, in methanol in an amount of 1.5 to 10 times by volume of nitrophthalide and a reaction temperature of 50° to 80° C. for a reaction period of 8 to 36 hours to produce a phthalide isoquinoline represented by the general formula (III): ##STR11## Starting materials: CCOC(C)=O, [H][H], O=[N+]([O-])c1ncccc1N1CCOCC1. The product is Nc1ncccc1N1CCOCC1. As a reaction SMILES: [CH3:18][CH2:19][O:20][C:21](=[O:22])[CH3:23].[H:16][H:17].[N+:1]([O-:2])(=[O:3])[c:4]1[n:5][cH:6][cH:7][cH:8][c:9]1[N:10]1[CH2:11][CH2:12][O:13][CH2:14][CH2:15]1>>[NH2:1][c:4]1[n:5][cH:6][cH:7][cH:8][c:9]1[N:10]1[CH2:11][CH2:12][O:13][CH2:14][CH2:15]1. Run in O1CCCC1 (tetrahydrofuran), O1CCCC1 (tetrahydrofuran). Reactants: S1C=NC2=C1C=C(N2)C(=O)OCC (ethyl 4H-pyrrolo[2,3-d]thiazole-5-carboxylate), [H-].[Al+3].[Li+].[H-].[H-].[H-] (lithium aluminum hydride). As a reaction SMILES: [S:1]1[C:5]2[CH:6]=[C:7]([C:9](OCC)=[O:10])[NH:8][C:4]=2[N:3]=[CH:2]1.[H-].[Al+3].[Li+].[H-].[H-].[H-]>O1CCCC1>[S:1]1[C:5]2[CH:6]=[C:7]([CH2:9][OH:10])[NH:8][C:4]=2[N:3]=[CH:2]1 |f:1.2.3.4.5.6|. Yields the product S1C=NC2=C1C=C(N2)CO ((4H-pyrrolo[2,3-d]thiazol-5-yl)methanol). Reported procedure: To a solution of ethyl 4H-pyrrolo[2,3-d]thiazole-5-carboxylate (5 g, 25.48 mmol) and in anhydrous tetrahydrofuran (100 mL) was added lithium aluminum hydride (4.34 g, 127.5 mmol) dissolved in anhydrous tetrahydrofuran (50 mL) dropwise between −10° C. and 0° C. After the addition, the mixture was stirred below 0° C. for 1 hours, and then warm to the ambient temperature and allowed to stir for 3 hours at room temperature. The reaction mixture was cooled down to 0° C., quenched by 10 mL water, and ... The yield is 89.1%. Conditions: time 1 hour. Reactants: C(C)(C)(C)OC(=O)N1CCNCC1 (Piperazine-1-carboxylic acid tert-butyl ester), C1(=CC=CC=C1)C(C(=O)O)=C (2-phenylacrylic acid). Run in C(C)(C)O (iso-propanol). Product: C(C)(C)(C)OC(=O)N1CCN(CC1)CC(C1=CC=CC=C1)C(=O)O (4-(2-Carboxy-2-phenyl-ethyl)-piperazine-1-carboxylic acid tert-butyl ester). Isolated yield 54.3%. RXN SMILES: [C:1]([O:5][C:6]([N:8]1[CH2:13][CH2:12][NH:11][CH2:10][CH2:9]1)=[O:7])([CH3:4])([CH3:3])[CH3:2].[C:14]1([C:20](=[CH2:24])[C:21]([OH:23])=[O:22])[CH:19]=[CH:18][CH:17]=[CH:16][CH:15]=1>C(O)(C)C>[C:1]([O:5][C:6]([N:8]1[CH2:13][CH2:12][N:11]([CH2:24][CH:20]([C:21]([OH:23])=[O:22])[C:14]2[CH:19]=[CH:18][CH:17]=[CH:16][CH:15]=2)[CH2:10][CH2:9]1)=[O:7])([CH3:4])([CH3:2])[CH3:3]. Procedure: Piperazine-1-carboxylic acid tert-butyl ester (17.43 g) and 2-phenylacrylic acid (18 g) in iso-propanol (500 ml) was heated at reflux for four days. The resulting precipitate was filtered, washed with diethyl ether and dried under vacuum to give the title compound as a white solid (17 g; MS: APCI+(M+H) 335).